This data is from the Open Reaction Database (ORD), a public repository of structured organic reaction records. The task is: describe an organic reaction: reactants, conditions, products, and yield The reactants are Cc1cc2c(cc1[Se]c1ccc(C(=O)O)cn1)C(C)(C)CCC2(C)C, Cc1ccccc1, CN(C)C=O, O=S(Cl)Cl. Product: Cc1cc2c(cc1[Se]c1ccc(CCl)cn1)C(C)(C)CCC2(C)C. Reaction SMILES: [CH3:1][c:2]1[c:3]([Se:16][c:17]2[n:18][cH:19][c:20]([C:21]([OH:22])=[O:23])[cH:24][cH:25]2)[cH:4][c:5]2[c:10]([cH:11]1)[C:9]([CH3:12])([CH3:13])[CH2:8][CH2:7][C:6]2([CH3:14])[CH3:15].[CH3:26][c:27]1[cH:28][cH:29][cH:30][cH:31][cH:32]1.[O:37]=[CH:38][N:39]([CH3:40])[CH3:41].[S:33]([Cl:34])([Cl:35])=[O:36]>>[CH3:1][c:2]1[c:3]([Se:16][c:17]2[n:18][cH:19][c:20]([CH2:21][Cl:35])[cH:24][cH:25]2)[cH:4][c:5]2[c:10]([cH:11]1)[C:9]([CH3:12])([CH3:13])[CH2:8][CH2:7][C:6]2([CH3:14])[CH3:15]. The reactants are ClC1=CC=NC2=CC=CC=C12 (4-chloro-quinoline), C1NCCC2=CC=CC=C12 (1,2,3,4-tetrahydroisoquinoline). The product is Cl.C1N(CCC2=CC=CC=C12)C1=CC=NC2=CC=CC=C12 (4-(3,4-Dihydro-1H-isoquinolin-2-yl)-quinoline hydrochloride). As a reaction SMILES: [Cl:1][C:2]1[C:11]2[C:6](=[CH:7][CH:8]=[CH:9][CH:10]=2)[N:5]=[CH:4][CH:3]=1.[CH2:12]1[C:21]2[C:16](=[CH:17][CH:18]=[CH:19][CH:20]=2)[CH2:15][CH2:14][NH:13]1>>[ClH:1].[CH2:12]1[C:21]2[C:16](=[CH:17][CH:18]=[CH:19][CH:20]=2)[CH2:15][CH2:14][N:13]1[C:2]1[C:11]2[C:6](=[CH:7][CH:8]=[CH:9][CH:10]=2)[N:5]=[CH:4][CH:3]=1 |f:2.3|. Procedure: The title compound, m.p. 200° C., and MS: m/e=260 (M+), was prepared from 4-chloro-quinoline and 1,2,3,4-tetrahydroisoquinoline Product: CC(=CCC=1C(=CC=C(C1O)C(=O)/C=C/C=2C=CC(=CC2)O)O)C (Isobavachalcone). Reported procedure: Yellow powder; mp 75-76° C.; UV (MeOH) λmax (log ε) 368 (4.09), 206 (4.08) nm; IR (NaCl) γmax 3395, 2921, 1635 cm−1; 1H NMR (CD3OD, 500 MHz) δ 1.63 (3H, s, H-5″), 1.77 (3H, s, H-4″), 3.34 (2H, d, J=7.2 Hz, H-1″), 5.26 (1H, m, H-2″), 6.53 (1H, d, J=8.8 Hz, H-5′), 6.92 (2H, d, J=8.5 Hz, H-3), 7.72 (2H, d, J=8.4 Hz, H-2), 7.74 (1H, d, J=15.2 Hz, H-1), 7.82 (1H, d, J=15.3 Hz, H-β), 7.96 (H, d, J=8.9 Hz, H-6′); 13C NMR (CD3OD, 125 MHz) δ 17.9 (C-4″), 22.2 (C-1″), 25.8 (C-5″), 107.9 (C-5′), 114.4 (C-1... Starting materials: ( 4.09 ), OC1=C([C@H]2OC3=C(C(=CC=C3CC2)OC)CC=C(C)C)C=CC(=C1)O ((2S)-2′,4′-Dihydroxy-7-methoxy-8-prenylflavan), CO (MeOH), ( 83 ), ( 96 ), ( 31 ), ( 36 ), ( 4.08 ), [Na+].[Cl-] (NaCl), OC1=C([C@H]2OC3=C(C(=CC=C3CC2)OC)CC=C(C)C)C=CC(=C1)O ((2S)-2′,4′-Dihydroxy-7-methoxy-8-prenylflavan). As a reaction SMILES: [Na+].[Cl-].O[C:4]1[CH:26]=[C:25]([OH:27])[CH:24]=[CH:23][C:5]=1[C@@H:6]1[CH2:15][CH2:14][C:13]2[C:8](=[C:9]([CH2:18][CH:19]=[C:20]([CH3:22])[CH3:21])[C:10]([O:16]C)=[CH:11][CH:12]=2)[O:7]1.C[OH:29]>>[CH3:21][C:20]([CH3:22])=[CH:19][CH2:18][C:9]1[C:10]([OH:16])=[CH:11][CH:12]=[C:13]([C:14](/[CH:15]=[CH:6]/[C:5]2[CH:23]=[CH:24][C:25]([OH:27])=[CH:26][CH:4]=2)=[O:29])[C:8]=1[OH:7] |f:0.1|. Starting materials: ON1C(C=2C(C1=O)=CC=CC2)=O (N-hydroxyphthalimide), C([O-])([O-])=O.[K+].[K+] (potassium carbonate), ice water, ClCC(=O)OC(C)(C)C (tert-butyl chloroacetate). Run in CS(=O)C (dimethyl sulfoxide). Conditions: time 10 minute. Product: C(C)(C)(C)OC(CON1C(C2=CC=CC=C2C1=O)=O)=O (2-(2-tertbutoxy-2-oxoethoxy)-1H-isoindole-1,3(2H)-dione). The yield is 93.1%. Reaction SMILES: [OH:1][N:2]1[C:6](=[O:7])[C:5]2=[CH:8][CH:9]=[CH:10][CH:11]=[C:4]2[C:3]1=[O:12].C(=O)([O-])[O-].[K+].[K+].Cl[CH2:20][C:21]([O:23][C:24]([CH3:27])([CH3:26])[CH3:25])=[O:22]>CS(C)=O>[C:24]([O:23][C:21](=[O:22])[CH2:20][O:1][N:2]1[C:3](=[O:12])[C:4]2[C:5](=[CH:8][CH:9]=[CH:10][CH:11]=2)[C:6]1=[O:7])([CH3:27])([CH3:26])[CH3:25] |f:1.2.3|. Procedure: To a solution of 49 g of N-hydroxyphthalimide in 25 ml of dimethyl sulfoxide at 5° C., was added portionwise 27.6 g of potassium carbonate. After 10 minutes of stirring the reaction mixture was present as a red slurry to which 75 g of tert-butyl chloroacetate was added dropwise over 1 hour at 5° C. The resulting reaction mixture was stirred for 18 hours and poured into ice water. The solid product was filtered, dissolved in methylene chloride and washed with water. The methylene chloride phase w... Run in C(C)O (ethanol). Reagents/catalysts: [Pd] (Pd-C). Product: C(C1=CC=CC=C1)NCCN1CCC(CC1)OCOC (1-(2-benzylaminoethyl)-4-methoxymethoxypiperidine). The yield is 64.8%. Reported procedure: 27 g of 1-(2-aminoethyl)-4-methoxymethoxypiperidine was dropwise added to a solution of 15 g of benzaldehyde in 300 ml of ethanol, at room temperature. The mixture was stirred at the same temperature for 1 day. To the reaction mixture was added 5 g of 10% Pd-C, and the resulting mixture was allowed to absorb hydrogen at room temperature at atmospheric pressure. After a reaction was over, the catalyst was removed by filtration. The filtrate was diluted with ethyl acetate. The dilution was subject... Reaction SMILES: [NH2:1][CH2:2][CH2:3][N:4]1[CH2:9][CH2:8][CH:7]([O:10][CH2:11][O:12][CH3:13])[CH2:6][CH2:5]1.[CH:14](=O)[C:15]1[CH:20]=[CH:19][CH:18]=[CH:17][CH:16]=1>C(O)C.[Pd]>[CH2:14]([NH:1][CH2:2][CH2:3][N:4]1[CH2:5][CH2:6][CH:7]([O:10][CH2:11][O:12][CH3:13])[CH2:8][CH2:9]1)[C:15]1[CH:20]=[CH:19][CH:18]=[CH:17][CH:16]=1. Starting materials: NCCN1CCC(CC1)OCOC (1-(2-aminoethyl)-4-methoxymethoxypiperidine), C(C1=CC=CC=C1)=O (benzaldehyde). Run at time 1 day.